Task: describe an organic reaction: reactants, conditions, products, and yield. Dataset: the Open Reaction Database (ORD), a public repository of structured organic reaction records Reactants: N1C(=CC=C1C=O)C=O (Pyrrole-2,5-dicarbaldehyde), O (water), [O-][Mn](=O)(=O)=O.[K+] (KMnO4), O (water). Reaction conditions: temperature 97.5 celsius, time 1 hour. Product: N1C(=CC=C1C(=O)O)C(=O)O (Pyrrole-2,5-dicarboxylic acid). RXN SMILES: [NH:1]1[C:5]([CH:6]=[O:7])=[CH:4][CH:3]=[C:2]1[CH:8]=[O:9].[O-:10][Mn](=O)(=O)=O.[K+].[OH2:16]>>[NH:1]1[C:5]([C:6]([OH:7])=[O:16])=[CH:4][CH:3]=[C:2]1[C:8]([OH:10])=[O:9] |f:1.2|. Procedure: Pyrrole-2,5-dicarbaldehyde (0.21 g, 1.71 mmol) was dissolved in 35 ml of hot water and placed in a hot water bath (95-100° C.). A solution of KMnO4 (0.788 g, 5.13 mmol) in 10 ml of water was added dropwise in a period of 5 min. The reaction mixture was stirred at 95-100° C. for 1 h, and was then cooled to 70° C. The brown precipitates (MnO2) were filtered off and washed with water. The filtrate was acidified at 0° C. with 5 M HCl to pH 2, evaporated to dryness, and dried under high vacuum. The p... The reactants are CC(=O)OC(C)=O, O, Oc1ccc2c(c1)C(C(Cl)(Cl)Cl)OC(C(Cl)(Cl)Cl)O2. Yields the product CC(=O)Oc1ccc2c(c1)C(C(Cl)(Cl)Cl)OC(C(Cl)(Cl)Cl)O2. RXN SMILES: [CH3:20][C:21](=[O:22])[O:23][C:24](=[O:25])[CH3:26].[OH2:27].[OH:1][c:2]1[cH:3][cH:4][c:5]2[c:6]([cH:19]1)[CH:7]([C:15]([Cl:16])([Cl:17])[Cl:18])[O:8][CH:9]([C:11]([Cl:12])([Cl:13])[Cl:14])[O:10]2>>[O:1]([c:2]1[cH:3][cH:4][c:5]2[c:6]([cH:19]1)[CH:7]([C:15]([Cl:16])([Cl:17])[Cl:18])[O:8][CH:9]([C:11]([Cl:12])([Cl:13])[Cl:14])[O:10]2)[C:21]([CH3:20])=[O:22].